This data is from the Open Reaction Database (ORD), a public repository of structured organic reaction records. The task is: describe an organic reaction: reactants, conditions, products, and yield Reactants: C(C)(C)(C)OC(=O)N1CCC(CC1)(C#N)C1=CC=C(C=C1)Cl (4-(4-chloro-phenyl)-4-cyano-piperidine-1-carboxylic acid tert-butyl ester), C(C)(C)(C)OC(=O)N1CCC(CC1)(C(C)(C)O)C1=CC=C(C=C1)Cl (4-(4-chloro-phenyl)-4-(1-hydroxy-1-methyl-ethyl)-piperidine-1-carboxylic acid tert-butyl ester). The product is ClC1=CC=C(C=C1)C1(CCNCC1)C(C)(C)O (2-[4-(4-Chloro-phenyl)-piperidin-4-yl]-propan-2-ol). As a reaction SMILES: C(OC(N1CCC(C2C=CC(Cl)=CC=2)(C#N)CC1)=O)(C)(C)C.C(OC([N:30]1[CH2:35][CH2:34][C:33]([C:40]2[CH:45]=[CH:44][C:43]([Cl:46])=[CH:42][CH:41]=2)([C:36]([OH:39])([CH3:38])[CH3:37])[CH2:32][CH2:31]1)=O)(C)(C)C>>[Cl:46][C:43]1[CH:44]=[CH:45][C:40]([C:33]2([C:36]([OH:39])([CH3:37])[CH3:38])[CH2:34][CH2:35][NH:30][CH2:31][CH2:32]2)=[CH:41][CH:42]=1. Reported procedure: The title compound was prepared by following the procedure of Example 456, step 3, but replacing 4-(4-chloro-phenyl)-4-cyano-piperidine-1-carboxylic acid tert-butyl ester with: 4-(4-chloro-phenyl)-4-(1-hydroxy-1-methyl-ethyl)-piperidine-1-carboxylic acid tert-butyl ester. The reactants are CC(C)(C)OC(=O)N1CCN(c2cccc3c2c(Br)cn3S(=O)(=O)c2ccccc2)CC1, CCO, Cl. The product is O=S(=O)(c1ccccc1)n1cc(Br)c2c(N3CCNCC3)cccc21. As a reaction SMILES: [C:1]([O:2][C:3](=[O:4])[N:8]1[CH2:9][CH2:10][N:11]([c:14]2[c:15]3[c:16]([Br:32])[cH:17][n:18]([S:23](=[O:24])(=[O:25])[c:26]4[cH:27][cH:28][cH:29][cH:30][cH:31]4)[c:19]3[cH:20][cH:21][cH:22]2)[CH2:12][CH2:13]1)([CH3:5])([CH3:6])[CH3:7].[CH3:34][CH2:35][OH:36].[ClH:33]>>[NH:8]1[CH2:9][CH2:10][N:11]([c:14]2[c:15]3[c:16]([Br:32])[cH:17][n:18]([S:23](=[O:24])(=[O:25])[c:26]4[cH:27][cH:28][cH:29][cH:30][cH:31]4)[c:19]3[cH:20][cH:21][cH:22]2)[CH2:12][CH2:13]1. Reactants: FC(C=1C=C(C=CC1)C(=O)C=O)(F)F (3-trifluoromethylphenylglyoxal), CC1=CC=C(C=C1)CCCN (3-(4-methylphenyl)propanamine). The product is CC1=CC=C(C=C1)CCCNCC(C1=CC(=CC=C1)C(F)(F)F)O (N-(3-(4-Methylphenyl)propyl)-2-hydroxy-2-(3-trifluoromethylphenyl)ethanamine). RXN SMILES: [F:1][C:2]([F:14])([F:13])[C:3]1[CH:4]=[C:5]([C:9]([CH:11]=O)=[O:10])[CH:6]=[CH:7][CH:8]=1.[CH3:15][C:16]1[CH:21]=[CH:20][C:19]([CH2:22][CH2:23][CH2:24][NH2:25])=[CH:18][CH:17]=1>>[CH3:15][C:16]1[CH:21]=[CH:20][C:19]([CH2:22][CH2:23][CH2:24][NH:25][CH2:11][CH:9]([OH:10])[C:5]2[CH:6]=[CH:7][CH:8]=[C:3]([C:2]([F:14])([F:13])[F:1])[CH:4]=2)=[CH:18][CH:17]=1. Reported procedure: The title compound was prepared in the manner described in Example 9 using 3-trifluoromethylphenylglyoxal and 3-(4-methylphenyl)propanamine. Recrystallization of the chromatographed material from hexane gave the title compound m.p. 96-98. τ(CDCl3) 8.0-8.5 (2H, m), 7.7 (3H, s), 7.0-7.5 (6H, m+2H, disappears with D2O), 5.3 (1H, dd), 2.9 (4H, s), 2.3-2.7 (4H, m).